This data is from the Open Reaction Database (ORD), a public repository of structured organic reaction records. The task is: describe an organic reaction: reactants, conditions, products, and yield Reactants: C(C)(=O)N1CCN(CC1)C=1C=CC(=NC1)NC(CC=1C=NC(=C(C1)S(=O)(=O)C)Cl)=O (N-(5-(4-acetylpiperazin-1-yl)pyridin-2-yl)-2-(6-chloro-5-(methylsulfonyl)pyridin-3-yl)acetamide), CC1=NC=CC(=C1)B1OC(C(O1)(C)C)(C)C (2-methyl-4-(4,4,5,5-tetramethyl-1,3,2-dioxaborolan-2-yl)pyridine), C(=O)([O-])[O-].[Na+].[Na+] (Na2CO3), C1(=CC=CC=C1)C (Toluene). Reagents/catalysts: C=1C=CC(=CC1)[P](C=2C=CC=CC2)(C=3C=CC=CC3)[Pd]([P](C=4C=CC=CC4)(C=5C=CC=CC5)C=6C=CC=CC6)([P](C=7C=CC=CC7)(C=8C=CC=CC8)C=9C=CC=CC9)[P](C=1C=CC=CC1)(C=1C=CC=CC1)C=1C=CC=CC1 (Pd(PPh3)4). Solvent: C(C)O (ethanol), O (H2O). Reaction conditions: temperature 100 celsius, time 8 hour. Yields the product C(C)(=O)N1CCN(CC1)C=1C=CC(=NC1)NC(CC=1C=C(C(=NC1)C1=CC(=NC=C1)C)S(=O)(=O)C)=O (N-(5-(4-acetylpiperazin-1-yl)pyridin-2-yl)-2-(2′-methyl-3-(methylsulfonyl)-2,4′-bipyridin-5-yl)acetamide). Reaction SMILES: [C:1]([N:4]1[CH2:9][CH2:8][N:7]([C:10]2[CH:11]=[CH:12][C:13]([NH:16][C:17](=[O:30])[CH2:18][C:19]3[CH:20]=[N:21][C:22](Cl)=[C:23]([S:25]([CH3:28])(=[O:27])=[O:26])[CH:24]=3)=[N:14][CH:15]=2)[CH2:6][CH2:5]1)(=[O:3])[CH3:2].[CH3:31][C:32]1[CH:37]=[C:36](B2OC(C)(C)C(C)(C)O2)[CH:35]=[CH:34][N:33]=1.C([O-])([O-])=O.[Na+].[Na+].C1(C)C=CC=CC=1>C1C=CC([P]([Pd]([P](C2C=CC=CC=2)(C2C=CC=CC=2)C2C=CC=CC=2)([P](C2C=CC=CC=2)(C2C=CC=CC=2)C2C=CC=CC=2)[P](C2C=CC=CC=2)(C2C=CC=CC=2)C2C=CC=CC=2)(C2C=CC=CC=2)C2C=CC=CC=2)=CC=1.C(O)C.O>[C:1]([N:4]1[CH2:9][CH2:8][N:7]([C:10]2[CH:11]=[CH:12][C:13]([NH:16][C:17](=[O:30])[CH2:18][C:19]3[CH:24]=[C:23]([S:25]([CH3:28])(=[O:27])=[O:26])[C:22]([C:36]4[CH:35]=[CH:34][N:33]=[C:32]([CH3:31])[CH:37]=4)=[N:21][CH:20]=3)=[N:14][CH:15]=2)[CH2:6][CH2:5]1)(=[O:3])[CH3:2] |f:2.3.4,^1:63,65,84,103|. Procedure: To a sealed tube were added N-(5-(4-acetylpiperazin-1-yl)pyridin-2-yl)-2-(6-chloro-5-(methylsulfonyl)pyridin-3-yl)acetamide 197-7 (30 mg, 0.07 mmol), 2-methyl-4-(4,4,5,5-tetramethyl-1,3,2-dioxaborolan-2-yl)pyridine 183-2 (22 mg, 0.10 mmol), Pd(PPh3)4 (4 mg, 0.003 mmol), Na2CO3 (22 mg, 0.20 mmol), Toluene (0.4 mL), H2O (0.4 mL) and ethanol (0.1 mL). The reaction mixture was stirred at 100° C. overnight. After cooling to room temperature, the solvents were removed by rotary evaporation. The crude ... The reactants are CCOC(=O)COc1ccc(S)cc1C(F)(F)F, C1CCOC1, Cc1ccsc1C(=CCO)c1sccc1C, CCOC(=O)N=NC(=O)OCC, c1ccc(P(c2ccccc2)c2ccccc2)cc1. Yields the product CCOC(=O)COc1ccc(SCC=C(c2sccc2C)c2sccc2C)cc1C(F)(F)F. As a reaction SMILES: [CH2:48]([CH3:49])[O:50][C:51]([CH2:52][O:53][c:54]1[c:55]([C:61]([F:62])([F:63])[F:64])[cH:56][c:57]([SH:60])[cH:58][cH:59]1)=[O:65].[CH2:66]1[O:67][CH2:68][CH2:69][CH2:70]1.[CH3:1][c:2]1[c:3]([C:7](=[CH:8][CH2:9][OH:10])[c:11]2[s:12][cH:13][cH:14][c:15]2[CH3:16])[s:4][cH:5][cH:6]1.[O:36]=[C:37]([O:38][CH2:39][CH3:40])[N:41]=[N:42][C:43]([O:44][CH2:45][CH3:46])=[O:47].[c:17]1([P:18]([c:19]2[cH:20][cH:21][cH:22][cH:23][cH:24]2)[c:25]2[cH:26][cH:27][cH:28][cH:29][cH:30]2)[cH:31][cH:32][cH:33][cH:34][cH:35]1>>[CH3:1][c:2]1[c:3]([C:7](=[CH:8][CH2:9][S:60][c:57]2[cH:56][c:55]([C:61]([F:62])([F:63])[F:64])[c:54]([O:53][CH2:52][C:51]([O:50][CH2:48][CH3:49])=[O:65])[cH:59][cH:58]2)[c:11]2[s:12][cH:13][cH:14][c:15]2[CH3:16])[s:4][cH:5][cH:6]1. RXN SMILES: [F:1][C:2]([F:22])([F:21])[O:3][C:4]1[CH:9]=[CH:8][C:7]([N:10]2[CH2:14][CH2:13][C:12]3([CH2:19][CH2:18][NH:17][CH2:16][CH2:15]3)[C:11]2=[O:20])=[CH:6][CH:5]=1.O=C(Cl)[O:25][C:26](Cl)(Cl)Cl.[CH2:31]([NH:33][C:34]1[CH:35]=[C:36]([CH3:40])[CH:37]=[CH:38][CH:39]=1)[CH3:32]>>[CH2:31]([N:33]([C:34]1[CH:35]=[C:36]([CH3:40])[CH:37]=[CH:38][CH:39]=1)[C:26]([N:17]1[CH2:16][CH2:15][C:12]2([C:11](=[O:20])[N:10]([C:7]3[CH:8]=[CH:9][C:4]([O:3][C:2]([F:1])([F:21])[F:22])=[CH:5][CH:6]=3)[CH2:14][CH2:13]2)[CH2:19][CH2:18]1)=[O:25])[CH3:32]. Conditions: temperature 80 celsius, time 1 hour. Procedure: This material was prepared in analogy to example 251 step B) from 2-(4-trifluoromethoxy-phenyl)-2,8-diaza-spiro[4.5]decan-1-one, diphosgene and ethyl-m-tolyl-amine. The reaction mixture was stirred for 1 h at room temperature, 2 h at 50° C. and 1 h at 80° C. before subjecting to work-up and purification. MS (ESI): 467.4 (MH+). Starting materials: FC(OC1=CC=C(C=C1)N1C(C2(CC1)CCNCC2)=O)(F)F (2-(4-trifluoromethoxy-phenyl)-2,8-diaza-spiro[4.5]decan-1-one), O=C(OC(Cl)(Cl)Cl)Cl (diphosgene), C(C)NC=1C=C(C=CC1)C (ethyl-m-tolyl-amine). The product is C(C)N(C(=O)N1CCC2(CCN(C2=O)C2=CC=C(C=C2)OC(F)(F)F)CC1)C=1C=C(C=CC1)C (1-Oxo-2-(4-trifluoromethoxy-phenyl)-2,8-diaza-spiro[4.5]decane-8-carboxylic acid ethyl-m-tolyl-amide). Reactants: CC1NCC=2N(C1)N=C(C2)COC2=CC=CC=C2 (rac-6-methyl-2-phenoxymethyl-4,5,6,7-tetrahydro-pyrazolo[1,5-a]pyrazine), C(C)OC(=O)C=1NN=C(C1)COC1=CC=CC=C1 (5-phenoxymethyl-2H-pyrazole-3-carboxylic acid ethyl ester), O(C1=CC=CC=C1)C(C(C)=O)C (3-phenoxy-butan-2-one), C(C(=O)OCC)(=O)OCC (diethyl oxalate), C(C)OC(=O)C=1N(N=C(C1)COC1=CC=CC=C1)CC(C)NC(=O)OC(C)(C)C (rac-2-(2-tert-butoxycarbonylamino-propyl)-5-phenoxymethyl-2H-pyrazole-3-carboxylic acid ethyl ester), C(C)OC(C(CC(COC1=CC=CC=C1)=O)=O)=O (2,4-dioxo-5-phenoxy-pentanoic acid ethyl ester), CC1NC(C=2N(C1)N=C(C2)COC2=CC=CC=C2)=O (rac-6-methyl-2-phenoxymethyl-6,7-dihydro-5H-pyrazolo[1,5-a]pyrazin-4-one). Procedure: The compound was prepared from 3-phenoxy-butan-2-one and diethyl oxalate using the methods described in the preceding examples 9 (2,4-dioxo-5-phenoxy-pentanoic acid ethyl ester), 10 (5-phenoxymethyl-2H-pyrazole-3-carboxylic acid ethyl ester), 11 (rac-2-(2-tert-butoxycarbonylamino-propyl)-5-phenoxymethyl-2H-pyrazole-3-carboxylic acid ethyl ester), 12 (rac-6-methyl-2-phenoxymethyl-6,7-dihydro-5H-pyrazolo[1,5-a]pyrazin-4-one), and 13 (rac-6-methyl-2-phenoxymethyl-4,5,6,7-tetrahydro-pyrazolo[1,5-a]p... Reaction SMILES: [O:1]([CH:8]([CH3:12])[C:9](=O)[CH3:10])[C:2]1[CH:7]=[CH:6][CH:5]=[CH:4][CH:3]=1.C(OCC)(=O)C(OCC)=O.C(OC(=O)C(=O)CC(=O)COC1C=CC=CC=1)C.C(OC(C1NN=C(COC2C=CC=CC=2)C=1)=O)C.C(OC([C:64]1[N:65]([CH2:77][CH:78]([NH:80][C:81](OC(C)(C)C)=O)C)[N:66]=C(COC2C=CC=CC=2)C=1)=O)C.CC1CN2N=C(COC3C=CC=CC=3)C=C2C(=O)N1.CC1CN2N=C(COC3C=CC=CC=3)C=C2CN1>>[O:1]([CH:8]([C:9]1[CH:10]=[C:64]2[CH2:81][NH:80][CH2:78][CH2:77][N:65]2[N:66]=1)[CH3:12])[C:2]1[CH:7]=[CH:6][CH:5]=[CH:4][CH:3]=1. Yields the product O(C1=CC=CC=C1)C(C)C1=NN2C(CNCC2)=C1 (rac-2-(1-Phenoxy-ethyl)-4,5,6,7-tetrahydro-pyrazolo[1,5-a]pyrazine). The reactants are [Cl-].[NH4+] (ammonium chloride), O (water), [N+](=O)([O-])C1=CC=C(C=C1)NCCS(=O)(=O)NCC1OCCC1 (2-[(4-nitrophenyl)amino]-N-(tetrahydrofuran-2-ylmethyl)ethanesulfonamide). Reagents/catalysts: [Zn] (zinc). The solvent is C(C)O (ethanol). Product: Cl.Cl.NC1=CC=C(C=C1)NCCS(=O)(=O)NCC1OCCC1 (2-[(4-aminophenyl)amino]-N-(tetrahydrofuran-2-ylmethyl)ethanesulfonamide dihydrochloride). Yield: 104.5%. Reaction SMILES: [Cl-:1].[NH4+].O.[N+:4]([C:7]1[CH:12]=[CH:11][C:10]([NH:13][CH2:14][CH2:15][S:16]([NH:19][CH2:20][CH:21]2[CH2:25][CH2:24][CH2:23][O:22]2)(=[O:18])=[O:17])=[CH:9][CH:8]=1)([O-])=O>[Zn].C(O)C>[ClH:1].[ClH:1].[NH2:4][C:7]1[CH:12]=[CH:11][C:10]([NH:13][CH2:14][CH2:15][S:16]([NH:19][CH2:20][CH:21]2[CH2:25][CH2:24][CH2:23][O:22]2)(=[O:18])=[O:17])=[CH:9][CH:8]=1 |f:0.1,6.7.8|. Procedure details: A mixture of zinc powder (3.8 g), ammonium chloride (0.22 g), water (0.75 mL), and 96% ethanol (10 mL) was refluxed in a boiling water bath. The derivative 2-[(4-nitrophenyl)amino]-N-(tetrahydrofuran-2-ylmethyl)ethanesulfonamide (10) (2.52 g, 7.6 mmol) was added in portions and heating was continued until the reaction medium decolorized. The resulting mixture was filtered while boiling and the filtrate was recovered onto 12 mL of ethanol and 1.5 mL of concentrated hydrochloric acid. Acetone was ... Procedure: Potassium hydroxide (1.32 g) and 1-bromo-2-methylpropane (1.04 mL) were added to a solution of 2-(4-bromophenyl)ethylalcohol (140 μL) in dimethyl sulfoxide (2 mL), and the mixture was stirred at room temperature overnight. Water was added to the reaction solution, followed by extraction with dichloromethane. The organic layer was filtered through diatomaceous earth and the filtrate was evaporated under reduced pressure. The residue was purified by silica gel column chromatography (hexane only) t... Solvent: CS(=O)C (dimethyl sulfoxide). The yield is 70.0%. As a reaction SMILES: [OH-].[K+].Br[CH2:4][CH:5]([CH3:7])[CH3:6].[Br:8][C:9]1[CH:14]=[CH:13][C:12]([CH2:15][CH2:16][OH:17])=[CH:11][CH:10]=1.O>CS(C)=O>[Br:8][C:9]1[CH:14]=[CH:13][C:12]([CH2:15][CH2:16][O:17][CH2:4][CH:5]([CH3:7])[CH3:6])=[CH:11][CH:10]=1 |f:0.1|. Reaction conditions: time 8 hour. The product is BrC1=CC=C(C=C1)CCOCC(C)C (1-Bromo-4-[2-(2-methylpropoxy)ethyl]benzene). Reactants: O (Water), [OH-].[K+] (Potassium hydroxide), BrCC(C)C (1-bromo-2-methylpropane), BrC1=CC=C(C=C1)CCO (2-(4-bromophenyl)ethylalcohol). Reactants: O=[N+]([O-])CCc1ccc(OCc2ccccc2)cc1, [Li]CCCC, CCOC(C)=O, [Cl-], [Cl-], [Cl-], [Cl-], ClCCl, C1CCOC1, O, [Ti+4]. The product is ON=C(Cl)Cc1ccc(OCc2ccccc2)cc1. As a reaction SMILES: [CH2:1]([c:2]1[cH:3][cH:4][cH:5][cH:6][cH:7]1)[O:8][c:9]1[cH:10][cH:11][c:12]([CH2:15][CH2:16][N+:17](=[O:18])[O-:19])[cH:13][cH:14]1.[CH2:28]([Li:29])[CH2:30][CH2:31][CH3:32].[CH3:38][CH2:39][O:40][C:41](=[O:42])[CH3:43].[Cl-:33].[Cl-:35].[Cl-:36].[Cl-:37].[Cl:25][CH2:26][Cl:27].[O:20]1[CH2:21][CH2:22][CH2:23][CH2:24]1.[OH2:44].[Ti+4:34]>>[CH2:1]([c:2]1[cH:3][cH:4][cH:5][cH:6][cH:7]1)[O:8][c:9]1[cH:10][cH:11][c:12]([CH2:15][C:16](=[N:17][OH:19])[Cl:25])[cH:13][cH:14]1.